The task is: describe an organic reaction: reactants, conditions, products, and yield. This data is from the Open Reaction Database (ORD), a public repository of structured organic reaction records. The reactants are BrC1=CC=C(C=C1)C(=O)N1CCN(CC1)C1=NC=C(C=C1C)C ((4-bromophenyl)[4-(3,5-dimethylpyridin-2-yl)piperazin-1-yl]methanone), C(C)(=O)N1C(NCC1)=O (1-acetylimidazolidin-2-one). Product: C(C)(=O)N1C(N(CC1)C1=CC=C(C=C1)C(=O)N1CCN(CC1)C1=NC=C(C=C1C)C)=O (1-acetyl-3-{4-[4-(3,5-dimethylpyridin-2-yl)piperazine-1-carbonyl]phenyl}imidazolidin-2-one). The yield is 70.2%. RXN SMILES: Br[C:2]1[CH:7]=[CH:6][C:5]([C:8]([N:10]2[CH2:15][CH2:14][N:13]([C:16]3[C:21]([CH3:22])=[CH:20][C:19]([CH3:23])=[CH:18][N:17]=3)[CH2:12][CH2:11]2)=[O:9])=[CH:4][CH:3]=1.[C:24]([N:27]1[CH2:31][CH2:30][NH:29][C:28]1=[O:32])(=[O:26])[CH3:25]>>[C:24]([N:27]1[CH2:31][CH2:30][N:29]([C:2]2[CH:7]=[CH:6][C:5]([C:8]([N:10]3[CH2:15][CH2:14][N:13]([C:16]4[C:21]([CH3:22])=[CH:20][C:19]([CH3:23])=[CH:18][N:17]=4)[CH2:12][CH2:11]3)=[O:9])=[CH:4][CH:3]=2)[C:28]1=[O:32])(=[O:26])[CH3:25]. Reported procedure: Using (4-bromophenyl)[4-(3,5-dimethylpyridin-2-yl)piperazin-1-yl]methanone (225 mg) described in Preparation Example 165 and 1-acetylimidazolidin-2-one (115 mg) and by the reaction and treatment in the same manner as in Example 1, the title compound (178 mg) was obtained. Reactants: O1CC(C2C1OCC2)O (hexahydrofuro[2,3-b]furan-3-ol), [K+].[Br-] (KBr), [O-]Cl.[Na+] (NaOCl), [O-]Cl.[Na+] (NaOCl), C(=O)(O)[O-].[Na+] (NaHCO3). Reagents/catalysts: CC1(CCCC(N1[O])(C)C)C (TEMPO). Run in CCOC(=O)C (AcOEt), O (water), O (water). Reaction conditions: temperature 0 celsius, time 15 minute. The product is O1CC(C2C1OCC2)=O (Tetrahydrofuro[2,3-b]furan-3(2H)-one). Yield: 96.3%. Reaction SMILES: [O-]Cl.[Na+].C([O-])(O)=O.[Na+].[O:9]1[CH:13]2[O:14][CH2:15][CH2:16][CH:12]2[CH:11]([OH:17])[CH2:10]1.[K+].[Br-]>O.CCOC(C)=O.CC1(C)N([O])C(C)(C)CCC1>[O:9]1[CH:13]2[O:14][CH2:15][CH2:16][CH:12]2[C:11](=[O:17])[CH2:10]1 |f:0.1,2.3,5.6,^1:30|. Procedure: In a 250 mL round bottom flask, NaOCl (6.15 g, 14% w/w) was diluted in 100 mL of water. The pH of the solution was adjusted to 9.5 using a 1M NaHCO3 aqueous solution. In a separate 250 mL round bottom flask, hexahydrofuro[2,3-b]furan-3-ol (1 g, 7.7 mmol, 1 eq.) was dissolved in 15 mL of AcOEt at 0° C. Then KBr (91 mg, 0.77 mmol, 0.1 eq.) dissolved in 1 mL of water was added followed by the addition of TEMPO (12 mg, 0.08 mmol, 0.01 eq.). Finally, the NaOCl mixture was added dropwise. After 15 min... The reactants are CC1=C(N=C(O1)C1=CC=CC=C1)CCOC1=CC=C(C2=C1C=CS2)N (5-methyl-4-[2-(7-amino-benzothiophene-4-yloxy)-ethyl]-2-phenyl-oxazole), C(C)O (ethanol), NC(=S)N (thiourea), C(C)(=O)[O-].[Na+] (sodium acetate). Run at temperature 2 celsius, time 18 hour. Product: N=C1SC(C(N1C)=O)C1=CC=C(C=2C=CSC21)OCCC=2N=C(OC2C)C2=CC=CC=C2 (2-Imino-5-[4-[2- (5-methyl-2-phenyl-oxazole-4-yl)-ethoxy]-benzothiophene-7-yl]-methyl-thiazolidine-4-one). Reaction SMILES: [CH3:1][C:2]1[O:6][C:5]([C:7]2[CH:12]=[CH:11][CH:10]=[CH:9][CH:8]=2)=[N:4][C:3]=1[CH2:13][CH2:14][O:15][C:16]1[C:21]2[CH:22]=[CH:23][S:24][C:20]=2[C:19](N)=[CH:18][CH:17]=1.[NH2:26][C:27]([NH2:29])=[S:28].[C:30]([O-:33])(=O)[CH3:31].[Na+].[CH2:35](O)C>>[NH:26]=[C:27]1[N:29]([CH3:35])[C:30](=[O:33])[CH:31]([C:19]2[C:20]3[S:24][CH:23]=[CH:22][C:21]=3[C:16]([O:15][CH2:14][CH2:13][C:3]3[N:4]=[C:5]([C:7]4[CH:12]=[CH:11][CH:10]=[CH:9][CH:8]=4)[O:6][C:2]=3[CH3:1])=[CH:17][CH:18]=2)[S:28]1 |f:2.3|. Procedure details: 190 g (0.380 mol) of 5-methyl-4-[2-(7-amino-benzothiophene-4-yloxy)-ethyl]-2-phenyl-oxazole were suspended in 2.85 l of ethanol. 31.6 g (0.415 mol) of thiourea and 34.8 g of sodium acetate were added. After boiling for about 18 hours (reflux) the reaction mixture was cooled to 0 to 4° C. and stirred for 1.5 hours at this temperature. The precipitate was filtered with suction and washed twice with 250 ml cold ethanol. 1.9 l of water was added to the residue, the mixture was stirred for 10 minutes... Reactants: Cl.Cl.CC=1C=CC(=C(OCCCONC(N)=N)C1)OS(=O)(=O)C1=C(C=CC=C1)S(=O)(=O)N(C1CN(CC1)CC1=CC=CC=C1)CC (3-[5-Methyl-3-[(2-(N-ethyl-N-(1-benzyl-3-pyrrolidinyl)aminosulfonyl)phenylsulfonyloxy]phenoxy]propoxy}guanidine dihydrochloride), CC=1C=CC(=C(OCCCOC2=C3C(C(=O)NC3=O)=CC=C2)C1)OS(=O)(=O)C1=C(C=CC=C1)S(=O)(=O)N(C1CN(CC1)CC1=CC=CC=C1)CC (3-[5-methyl-3-[(2-(N-ethyl-N-(1-benzyl-3-pyrrolidinyl)aminosulfonyl)phenylsulfonyloxy]phenoxy]propoxy}phthalimide), C(#N)C(C(=O)O)=CC1=CC=C(C=C1)O (α-cyano-4-hydroxycinnamic acid). The product is Cl.Cl.CC=1C=C(C=C(OCCCONC(=N)N)C1)OS(=O)(=O)C1=C(C=CC=C1)S(=O)(=O)N(C1CN(CC1)CC1=CC=CC=C1)CC ({3-[5-Methyl-3-(2-(N-ethyl-N-(1-benzyl-3-pyrrolidinyl)aminosulfonyl)phenylsulfonyloxy)phenoxy]propoxy}guanidine Dihydrochloride). Yield: 83.0%. RXN SMILES: [ClH:1].Cl.[CH3:3][C:4]1[CH:5]=[CH:6][C:7](OS(C2C=CC=CC=2S(N(CC)C2CCN(CC3C=CC=CC=3)C2)(=O)=O)(=O)=O)=[C:8]([CH:18]=1)[O:9][CH2:10][CH2:11][CH2:12][O:13][NH:14][C:15](=[NH:17])[NH2:16].CC1C=CC([O:70][S:71]([C:74]2[CH:79]=[CH:78][CH:77]=[CH:76][C:75]=2[S:80]([N:83]([CH2:96][CH3:97])[CH:84]2[CH2:88][CH2:87][N:86]([CH2:89][C:90]3[CH:95]=[CH:94][CH:93]=[CH:92][CH:91]=3)[CH2:85]2)(=[O:82])=[O:81])(=[O:73])=[O:72])=C(C=1)OCCCOC1C=CC=C2C(NC(=O)C=12)=O.C(C(=CC1C=CC(O)=CC=1)C(O)=O)#N>>[ClH:1].[ClH:1].[CH3:3][C:4]1[CH:5]=[C:6]([O:70][S:71]([C:74]2[CH:79]=[CH:78][CH:77]=[CH:76][C:75]=2[S:80]([N:83]([CH2:96][CH3:97])[CH:84]2[CH2:88][CH2:87][N:86]([CH2:89][C:90]3[CH:91]=[CH:92][CH:93]=[CH:94][CH:95]=3)[CH2:85]2)(=[O:81])=[O:82])(=[O:73])=[O:72])[CH:7]=[C:8]([CH:18]=1)[O:9][CH2:10][CH2:11][CH2:12][O:13][NH:14][C:15]([NH2:17])=[NH:16] |f:0.1.2,5.6.7|. Procedure details: N-{3-[5-Methyl-3-[(2-(N-ethyl-N-(1-benzyl-3-pyrrolidinyl)aminosulfonyl)phenylsulfonyloxy]phenoxy]propoxy}guanidine dihydrochloride: The title compound was prepared in 83% yield from N-{3-[5-methyl-3-[(2-(N-ethyl-N-(1-benzyl-3-pyrrolidinyl)aminosulfonyl)phenylsulfonyloxy]phenoxy]propoxy}phthalimide, as prepared in the preceding step, in a manner analogous to step f of Example 1. 1H-NMR (300 MHz, DMSO-d6) δ 11.15 (br s, 2H), 8.18 (d, J=7.8 Hz, 1H), 8.14 (d, J=7.8 Hz, 1H), 8.00 (t, J=7.6 Hz, 1H), 7...